From a dataset of the Open Reaction Database (ORD), a public repository of structured organic reaction records. describe an organic reaction: reactants, conditions, products, and yield Starting materials: C1CCNC1, O=C1CCc2ccc(Cl)cc2C1, Cc1ccc(S(=O)(=O)O)cc1, c1ccccc1. Yields the product Clc1ccc2c(c1)C=C(N1CCCC1)CC2. Reaction SMILES: [CH2:13]1[CH2:14][CH2:15][NH:16][CH2:17]1.[Cl:1][c:2]1[cH:3][cH:4][c:5]2[c:10]([cH:11]1)[CH2:9][C:8](=[O:12])[CH2:7][CH2:6]2.[c:18]1([CH3:19])[cH:20][cH:21][c:22]([S:23]([OH:24])(=[O:25])=[O:26])[cH:27][cH:28]1.[cH:29]1[cH:30][cH:31][cH:32][cH:33][cH:34]1>>[Cl:1][c:2]1[cH:3][cH:4][c:5]2[c:10]([cH:11]1)[CH:9]=[C:8]([N:16]1[CH2:15][CH2:14][CH2:13][CH2:17]1)[CH2:7][CH2:6]2. Reactants: [H-].[Na+] (sodium hydride), ice water, C1(=CC=CC=C1)C(N1CCN(CC1)CCOCCO)C1=CC=CC=C1 (4-(diphenylmethyl)-1-[2-(2-hydroxyethoxy)ethyl]piperazine), ClC=1C(=CC=2N(N1)N=CN2)C(C)C (6-chloro-7-isopropyl[1,2,4]triazolo[1,5-b]pyridazine). Solvent: O1CCCC1 (tetrahydrofuran). The product is C1(=CC=CC=C1)C(N1CCN(CC1)CCOCCOC=1C(=CC=2N(N1)N=CN2)C(C)C)C2=CC=CC=C2 (6-[2-[2-[4-(diphenylmethyl)piperazino] ethoxy]ethoxy]-7-isopropyl[1,2,4]triazolo[1,5-b]pyridazine). Yield: 50.9%. RXN SMILES: [H-].[Na+].[C:3]1([CH:9]([C:22]2[CH:27]=[CH:26][CH:25]=[CH:24][CH:23]=2)[N:10]2[CH2:15][CH2:14][N:13]([CH2:16][CH2:17][O:18][CH2:19][CH2:20][OH:21])[CH2:12][CH2:11]2)[CH:8]=[CH:7][CH:6]=[CH:5][CH:4]=1.Cl[C:29]1[C:30]([CH:38]([CH3:40])[CH3:39])=[CH:31][C:32]2[N:33]([N:35]=[CH:36][N:37]=2)[N:34]=1>O1CCCC1>[C:22]1([CH:9]([C:3]2[CH:4]=[CH:5][CH:6]=[CH:7][CH:8]=2)[N:10]2[CH2:11][CH2:12][N:13]([CH2:16][CH2:17][O:18][CH2:19][CH2:20][O:21][C:29]3[C:30]([CH:38]([CH3:40])[CH3:39])=[CH:31][C:32]4[N:33]([N:35]=[CH:36][N:37]=4)[N:34]=3)[CH2:14][CH2:15]2)[CH:23]=[CH:24][CH:25]=[CH:26][CH:27]=1 |f:0.1|. Procedure: 160 mg of 60% sodium hydride in oil was suspended in 20 ml of tetrahydrofuran; 1.20 g of 4-(diphenylmethyl)-1-[2-(2-hydroxyethoxy)ethyl]piperazine was added, followed by heating and refluxing for 1 hour. After cooling, 610 mg of 6-chloro-7-isopropyl[1,2,4]triazolo[1,5-b]pyridazine was added, followed by heating and refluxing for 1 hour. After cooling, ice water was added, followed by extraction with ethyl acetate; the extract was washed with saturated saline and dried with magnesium sulfate. Aft... Starting materials: N1=C(N=C(C=C1)O)O (pyrimidine-2,4-diol), C1CC(=O)N(C1=O)I (NIS). Solvent: CC(=O)O (AcOH). Run at time 7 hour. The product is IC=1C(=NC(=NC1)O)O (5-iodopyrimidine-2,4-diol). The yield is 95.2%. RXN SMILES: [N:1]1[CH:6]=[CH:5][C:4]([OH:7])=[N:3][C:2]=1[OH:8].C1C(=O)N([I:16])C(=O)C1>CC(O)=O>[I:16][C:5]1[C:4]([OH:7])=[N:3][C:2]([OH:8])=[N:1][CH:6]=1. Procedure: A mixture of pyrimidine-2,4-diol (100 g, 0.892 mol) and NIS (220 g, 1.981 mol, 1.1 eq) in AcOH (900 mL) was stirred for about 7 h. Solid 5-iodopyrimidine-2,4-diol (202 g, 95%) was obtained by filtration, washed with ethyl acetate. LC-MS (m/z)=238.9 [M+H]+.